The task is: describe an organic reaction: reactants, conditions, products, and yield. This data is from the Open Reaction Database (ORD), a public repository of structured organic reaction records. Starting materials: CCOC(C)=O, COc1cc2c(cc1CCCCOS(=O)(=O)C(F)(F)F)[nH]c1cc(-c3ccccc3Cl)c3c(c12)C(=O)NC3=O, [I-], [Na+]. Product: COc1cc2c(cc1CCCCI)[nH]c1cc(-c3ccccc3Cl)c3c(c12)C(=O)NC3=O. Reaction SMILES: [CH3:42][CH2:43][O:44][C:45](=[O:46])[CH3:47].[F:1][C:2]([F:3])([F:4])[S:5]([O:6][CH2:7][CH2:8][CH2:9][CH2:10][c:11]1[c:12]([O:36][CH3:37])[cH:13][c:14]2[c:15]3[c:16]4[c:17]([c:18](-[c:24]5[c:25]([Cl:30])[cH:26][cH:27][cH:28][cH:29]5)[cH:19][c:20]3[nH:21][c:22]2[cH:23]1)[C:31](=[O:35])[NH:32][C:33]4=[O:34])(=[O:38])=[O:39].[I-:41].[Na+:40]>>[CH2:7]([CH2:8][CH2:9][CH2:10][c:11]1[c:12]([O:36][CH3:37])[cH:13][c:14]2[c:15]3[c:16]4[c:17]([c:18](-[c:24]5[c:25]([Cl:30])[cH:26][cH:27][cH:28][cH:29]5)[cH:19][c:20]3[nH:21][c:22]2[cH:23]1)[C:31](=[O:35])[NH:32][C:33]4=[O:34])[I:41].